Dataset: the Open Reaction Database (ORD), a public repository of structured organic reaction records. Task: describe an organic reaction: reactants, conditions, products, and yield Starting materials: Cc1ccc(S(=O)(=O)OC2CCOC2)cc1, CC1(C)OB(c2ccc(O)cc2)OC1(C)C, CCOC(C)=O, [K+], [K+], O=C([O-])[O-], CN(C)C=O. Yields the product CC1(C)OB(c2ccc(OC3CCOC3)cc2)OC1(C)C. As a reaction SMILES: [CH3:17][c:18]1[cH:19][cH:20][c:21]([S:22]([O:23][CH:28]2[CH2:29][O:30][CH2:31][CH2:32]2)(=[O:24])=[O:25])[cH:26][cH:27]1.[CH3:1][C:2]1([CH3:16])[O:3][B:4]([c:9]2[cH:10][cH:11][c:12]([OH:15])[cH:13][cH:14]2)[O:5][C:6]1([CH3:7])[CH3:8].[CH3:44][CH2:45][O:46][C:47](=[O:48])[CH3:49].[K+:33].[K+:34].[O-:35][C:36]([O-:37])=[O:38].[O:39]=[CH:40][N:41]([CH3:42])[CH3:43]>>[CH3:1][C:2]1([CH3:16])[O:3][B:4]([c:9]2[cH:10][cH:11][c:12]([O:15][CH:28]3[CH2:29][O:30][CH2:31][CH2:32]3)[cH:13][cH:14]2)[O:5][C:6]1([CH3:7])[CH3:8]. The reactants are C([O-])([O-])=O.[Na+].[Na+] (sodium carbonate), N1=CC=CC=C1 (pyridine), COCC(=O)Cl (methoxy-acetyl chloride), COC1=CC=C(C2=C1N=C(S2)NC(C2=CC=C(C=C2)CN)=O)N2CCOCC2 (N-(4-Methoxy-7-morpholin-4-yl-benzothiazol-2-yl)-4-aminometyl-benzamide). Run in ClCCl (dichloromethane), ClCCl (dichloromethane). Reaction conditions: time 15 hour. Product: COCC(=O)NCC1=CC=C(C(=O)NC=2SC3=C(N2)C(=CC=C3N3CCOCC3)OC)C=C1 (4-[(2-Methoxy-acetylamino)-methyl]-N-(4-methoxy-7-morpholin-4-yl-benzothiazol-2-yl)-benzamide). The yield is 71.0%. As a reaction SMILES: [CH3:1][O:2][C:3]1[C:8]2[N:9]=[C:10]([NH:12][C:13](=[O:22])[C:14]3[CH:19]=[CH:18][C:17]([CH2:20][NH2:21])=[CH:16][CH:15]=3)[S:11][C:7]=2[C:6]([N:23]2[CH2:28][CH2:27][O:26][CH2:25][CH2:24]2)=[CH:5][CH:4]=1.N1C=CC=CC=1.[CH3:35][O:36][CH2:37][C:38](Cl)=[O:39].C(=O)([O-])[O-].[Na+].[Na+]>ClCCl>[CH3:35][O:36][CH2:37][C:38]([NH:21][CH2:20][C:17]1[CH:18]=[CH:19][C:14]([C:13]([NH:12][C:10]2[S:11][C:7]3[C:6]([N:23]4[CH2:28][CH2:27][O:26][CH2:25][CH2:24]4)=[CH:5][CH:4]=[C:3]([O:2][CH3:1])[C:8]=3[N:9]=2)=[O:22])=[CH:15][CH:16]=1)=[O:39] |f:3.4.5|. Procedure: N-(4-Methoxy-7-morpholin-4-yl-benzothiazol-2-yl)-4-aminometyl-benzamide (100 mg, 0.24 mmol), dissolved in dichloromethane (5 ml) is treated with pyridine (29 μl, 0.36 mmol) and methoxy-acetyl chloride (24 μl, 0.32 mmol) and stirred at ambient temperature for 15 h. Saturated aqueous sodium carbonate (6 ml) is added, the phases are separated and the aqueous solution extracted twice with each 5 ml dichloromethane. The combined organic phases are dryed over sodium sulphate, filtered and evaporated t... The reactants are O1C(=CC=C1)C(=O)O (2-furancarboxylic acid), C(C)O (ethanol), N,N'-carbonyldiimidazole, NC1=NC2=NC(=CC=C2C=C1)OC (2-amino-7-methoxy-1,8-naphthyridine). The solvent is O (water). Run at temperature 4 celsius. Yields the product COC1=CC=C2C=CC(=NC2=N1)NC(=O)C=1OC=CC1 (N-(7-Methoxy-1,8-naphthyridin-2-yl)-2-furancarboxamide). Yield: 83.7%. Reaction SMILES: [O:1]1[CH:5]=[CH:4][CH:3]=[C:2]1[C:6]([OH:8])=O.[NH2:9][C:10]1[CH:19]=[CH:18][C:17]2[C:12](=[N:13][C:14]([O:20][CH3:21])=[CH:15][CH:16]=2)[N:11]=1.C(O)C>O>[CH3:21][O:20][C:14]1[N:13]=[C:12]2[C:17]([CH:18]=[CH:19][C:10]([NH:9][C:6]([C:2]3[O:1][CH:5]=[CH:4][CH:3]=3)=[O:8])=[N:11]2)=[CH:16][CH:15]=1. Reported procedure: The procedure is similar to that described in Example 1, but starting with 2-furancarboxylic acid (8.95 g), N,N'-carbonyldiimidazole (12.8 g) and 2-amino-7-methoxy-1,8-naphthyridine (10.5 g). The product produced by precipitation in water (15.5 g; m.p. 199° C.) is dissolved in boiling ethanol (500 cc). After 2 hours' cooling at 4° C., the crystallised solid is separated by filtration, washed with ethanol (2×10 cc) and dried at 45° C. under reduced pressure (0.067 kPa). N-(7-Methoxy-1,8-naphthyri... Reactants: CC(C)(C)NC(=O)C=1N=CN2C1N=NN(C2)C (3,4-Dihydro-N-(1,1-dimethylethyl)-3-methyl-imidazo[5,1-d]-1,2,3,5-tetrazine-8-carboxamide), OS(=O)(=O)O (H2SO4). The solvent is ice. Run at time 2 hour. Yields the product CN1N=NC=2N(C1=O)C=NC2C(=O)N (3-Methyl-8-aminocarbonyl-imidazo[5,1-d]-1,2,3,5-tetrazin-4(3H)-one). As a reaction SMILES: CC([NH:5][C:6]([C:8]1[N:9]=[CH:10][N:11]2[CH2:16][N:15]([CH3:17])[N:14]=[N:13][C:12]=12)=[O:7])(C)C.[OH:18]S(O)(=O)=O>>[CH3:17][N:15]1[C:16](=[O:18])[N:11]2[CH:10]=[N:9][C:8]([C:6]([NH2:5])=[O:7])=[C:12]2[N:13]=[N:14]1. Reported procedure: t-Butyl-Temozolomide 8 (4.01 g, 16.023 mmol) and conc. H2SO4 (8 mL) (Fisher Scientific) were placed into a 50 mL flask equipped with a stirrer bar. The mixture was stirred for 2 hours at room temperature and then slowly poured into ice-cold EtOH (160 mL). A white precipitate formed, which was collected by vacuum filtration and washed with ice-cold EtOH (10 mL). The solid was dried under vacuum (20 mm Hg, room temperature, 72 hours) to yield 2.63 g of 9 (13.546 mmol, 98.4% pure against a standard... Reactants: COC(=O)CCSc1ncccc1C#N, [H-], [Na+], C1CCOC1. Yields the product N#Cc1ccc[nH]c1=S. Reaction SMILES: [C:1](#[N:2])[c:3]1[c:4]([S:9][CH2:10][CH2:11][C:12]([O:13][CH3:14])=[O:15])[n:5][cH:6][cH:7][cH:8]1.[H-:16].[Na+:17].[O:18]1[CH2:19][CH2:20][CH2:21][CH2:22]1>>[C:1](#[N:2])[c:3]1[c:4](=[S:9])[nH:5][cH:6][cH:7][cH:8]1. Reported procedure: Trifluoro-methanesulfonic acid 4-(2,4-dichloro-phenyl)-3-nitro-pyridin-2-yl-ester (1.0 g, 2.40 mmol), prepared substantially as described in Part C of Example 19a, and 1-cyclopropyl-butylamine HCl (1.0 g, 4.79 mmol) were treated substantially as described in Part C of Example 19a to produce 0.66 g (72%) of crude (1-cyclopropyl-butyl)-[4-(2,4-dichloro-phenyl)-3-nitro-pyridin-2-yl]-amine: MS (AP) m/z 380.3 [(M+H)+, 100]. The product is C1(CC1)C(CCC)NC1=NC=CC(=C1[N+](=O)[O-])C1=C(C=C(C=C1)Cl)Cl ((1-cyclopropyl-butyl)-[4-(2,4-dichloro-phenyl)-3-nitro-pyridin-2-yl]-amine). Reaction SMILES: [Cl:1][C:2]1[CH:7]=[C:6]([Cl:8])[CH:5]=[CH:4][C:3]=1[C:9]1[CH:14]=[CH:13][N:12]=[C:11](OS(C(F)(F)F)(=O)=O)[C:10]=1[N+:23]([O-:25])=[O:24].Cl.[CH:27]1([CH:30]([NH2:34])[CH2:31][CH2:32][CH3:33])[CH2:29][CH2:28]1>>[CH:27]1([CH:30]([NH:34][C:11]2[C:10]([N+:23]([O-:25])=[O:24])=[C:9]([C:3]3[CH:4]=[CH:5][C:6]([Cl:8])=[CH:7][C:2]=3[Cl:1])[CH:14]=[CH:13][N:12]=2)[CH2:31][CH2:32][CH3:33])[CH2:29][CH2:28]1 |f:1.2|. Yield: 72.3%. The reactants are ClC1=C(C=CC(=C1)Cl)C1=C(C(=NC=C1)OS(=O)(=O)C(F)(F)F)[N+](=O)[O-] (Trifluoro-methanesulfonic acid 4-(2,4-dichloro-phenyl)-3-nitro-pyridin-2-yl-ester), Cl.C1(CC1)C(CCC)N (1-cyclopropyl-butylamine HCl). Starting materials: C(CCCCCCC)NCC(=O)OC (Methyl 2-(octylamino)acetate), C(CCCCCCC)(=O)O (n-octanoic acid), C(CCl)Cl (EDC), C=1C=CC2=C(C1)N=NN2O (HOBt), CCN(C(C)C)C(C)C (DIPEA), S(=O)(=O)([O-])[O-].[Mg+2] (magnesium sulfate). Solvent: C(Cl)Cl (DCM). Conditions: time 12 hour. The product is C(CCCCCCC)N(C(CCCCCCC)=O)CC(=O)OC (methyl 2-(N-octyloctanamido)acetate). The yield is 86.6%. As a reaction SMILES: [CH2:1]([NH:9][CH2:10][C:11]([O:13][CH3:14])=[O:12])[CH2:2][CH2:3][CH2:4][CH2:5][CH2:6][CH2:7][CH3:8].[C:15](O)(=[O:23])[CH2:16][CH2:17][CH2:18][CH2:19][CH2:20][CH2:21][CH3:22].C(Cl)CCl.C1C=CC2N(O)N=NC=2C=1.CCN(C(C)C)C(C)C.S([O-])([O-])(=O)=O.[Mg+2]>C(Cl)Cl>[CH2:1]([N:9]([CH2:10][C:11]([O:13][CH3:14])=[O:12])[C:15](=[O:23])[CH2:16][CH2:17][CH2:18][CH2:19][CH2:20][CH2:21][CH3:22])[CH2:2][CH2:3][CH2:4][CH2:5][CH2:6][CH2:7][CH3:8] |f:5.6|. Reported procedure: Methyl 2-(octylamino)acetate (31.6 mg, 0.157 mmol) and n-octanoic acid (30.0 μL, 0.188 mmol) were dissolved in 1 mL of well-dried DCM under argon condition and EDC (90.3 mg, 0.471 mmol), HOBt (63.6 mg, 0.471 mmol) and DIPEA (135 μL, 0.785 mmol) were added. The reaction mixture was then stirred for 12 hours at room temperature. Upon completion of the reaction, the reaction was terminated by adding 5 mL of water and the reaction mixture was extracted with DCM (4 mL×4). The organic layer thus obtai... The reactants are COc1ccc2c(c1)CCC(C)C2=O, CCOC(C)=O, Cl, Cl, c1ccncc1. The product is CC1CCc2cc(O)ccc2C1=O. Reaction SMILES: [CH3:1][CH:2]1[C:3](=[O:14])[c:4]2[cH:5][cH:6][c:7]([O:12][CH3:13])[cH:8][c:9]2[CH2:10][CH2:11]1.[CH3:23][CH2:24][O:25][C:26](=[O:27])[CH3:28].[ClH:15].[ClH:22].[n:16]1[cH:17][cH:18][cH:19][cH:20][cH:21]1>>[CH3:1][CH:2]1[C:3](=[O:14])[c:4]2[cH:5][cH:6][c:7]([OH:12])[cH:8][c:9]2[CH2:10][CH2:11]1.